This data is from the Open Reaction Database (ORD), a public repository of structured organic reaction records. The task is: describe an organic reaction: reactants, conditions, products, and yield Starting materials: BrC1=CC=C(C=C1)N1N=C(CC1)N (1-(p-bromophenyl)-3-amino-2-pyrazoline), Cu. Reagents/catalysts: Cl[Cu] (CuCl). Solvent: C(C)O (ethanol). Run at time 3 hour. Product: BrC1=CC=C(C=C1)N1N=C(C=C1)N (1-(p-bromophenyl)-3-aminopyrazole). Isolated yield 50.5%. As a reaction SMILES: [Br:1][C:2]1[CH:7]=[CH:6][C:5]([N:8]2[CH2:12][CH2:11][C:10]([NH2:13])=[N:9]2)=[CH:4][CH:3]=1>C(O)C.Cl[Cu]>[Br:1][C:2]1[CH:3]=[CH:4][C:5]([N:8]2[CH:12]=[CH:11][C:10]([NH2:13])=[N:9]2)=[CH:6][CH:7]=1. Procedure: In the same apparatus and following the same modalities as in Example 1, 1 g (0.00416 mole) of 1-(p-bromophenyl)-3-amino-2-pyrazoline was suspended in 10 ml of ethanol with addition of 0.04 g (0.0004 mole) of CuCl and of 0.013 g (0.0002 mole) of Cu, under an oxygen head. Oxidation was concluded after about 3 hours. The oxidized product was recovered as in Example 1, thus obtaining 0.5 g of 1-(p-bromophenyl)-3-aminopyrazole, of melting point 122°-123° C. The reactants are C(C)(C)(C)OC(=O)N1CCC(CC1)C(N)=O (tert-butyl-4-carbamoylpiperidine-1-carboxylate), COCCOC.CC1=CC(=C(C#N)C#N)C=C(O1)C=CC2=CC3=C4C(=C2)CCCN4CCC3 (DME DCM 2), mixture, COC=1C=CC(=CC1)P2(=S)SP(=S)(S2)C=3C=CC(=CC3)OC (Lawesson reagent). Reaction conditions: time 8 hour. The product is C(C)(C)(C)OC(=O)N1CCC(CC1)C(N)=S (tert-Butyl-4-carbamothioylpiperidine-1-carboxylate). The yield is 186.7%. Reaction SMILES: [C:1]([O:5][C:6]([N:8]1[CH2:13][CH2:12][CH:11]([C:14](=O)[NH2:15])[CH2:10][CH2:9]1)=[O:7])([CH3:4])([CH3:3])[CH3:2].COCCOC.CC1OC(C=CC2C=C3CCCN4CCCC(=C34)C=2)=CC(=C(C#N)C#N)C=1.COC1C=CC(P2(SP(C3C=CC(OC)=CC=3)(=S)S2)=[S:59])=CC=1>>[C:1]([O:5][C:6]([N:8]1[CH2:13][CH2:12][CH:11]([C:14](=[S:59])[NH2:15])[CH2:10][CH2:9]1)=[O:7])([CH3:4])([CH3:3])[CH3:2] |f:1.2|. Reported procedure: To a solution of tert-butyl-4-carbamoylpiperidine-1-carboxylate (2.65 g, 11.62 mmol) in a DME/DCM 2:1 mixture (78 mL), Lawesson reagent (2.35 g, 5.81 mmol, 0.5 eq) was added and the mixture was stirred at r.t. overnight. The solvent was removed and the residue was taken up with ethyl acetate and washed with saturated aqueous K2CO3. The organic layer was separated, dried over Na2SO4 and concentrated to dryness. The residue was triturated with diethyl ether and dried to give 2.65 g (92%) of the ti... The reactants are BrC=1C(=NC(=NC1)Cl)N1C(COCC1)C(=O)NC1(CC1)C1=CC=C(C=C1)Cl (4-(5-bromo-2-chloropyrimidin-4-yl)-N-(1-(4-chlorophenyl)cyclopropyl)morpholine-3-carboxamide), CC1(C2=CC=CC(=C2OC=2C(=CC=CC12)P(C1=CC=CC=C1)C1=CC=CC=C1)P(C1=CC=CC=C1)C1=CC=CC=C1)C (9,9-dimethyl-4,5-bis(diphenylphosphino)xanthene), P(=O)([O-])([O-])[O-].[K+].[K+].[K+] (potassium phosphate). The reagents and catalysts are C(C)(=O)[O-].[Pd+2].C(C)(=O)[O-] (palladium (II)acetate). Run in O1CCOCC1 (dioxane), C(C)(C)(C)O (tert-butanol). The product is ClC1=NC=2N3C(C(N(C2C=N1)C1(CC1)C1=CC=C(C=C1)Cl)=O)COCC3 (2-chloro-5-(1-(4-chlorophenyl)cyclopropyl)-6a,7,9,10-tetrahydro-[1,4]oxazino[3,4-h]pteridin-6(5H)-one). Reaction SMILES: Br[C:2]1[C:3]([N:9]2[CH2:14][CH2:13][O:12][CH2:11][CH:10]2[C:15]([NH:17][C:18]2([C:21]3[CH:26]=[CH:25][C:24]([Cl:27])=[CH:23][CH:22]=3)[CH2:20][CH2:19]2)=[O:16])=[N:4][C:5]([Cl:8])=[N:6][CH:7]=1.CC1(C)C2C=CC=C(P(C3C=CC=CC=3)C3C=CC=CC=3)C=2OC2C1=CC=CC=2P(C1C=CC=CC=1)C1C=CC=CC=1.P([O-])([O-])([O-])=O.[K+].[K+].[K+]>O1CCOCC1.C(O)(C)(C)C.C([O-])(=O)C.[Pd+2].C([O-])(=O)C>[Cl:8][C:5]1[N:6]=[CH:7][C:2]2[N:17]([C:18]3([C:21]4[CH:26]=[CH:25][C:24]([Cl:27])=[CH:23][CH:22]=4)[CH2:20][CH2:19]3)[C:15](=[O:16])[CH:10]3[CH2:11][O:12][CH2:13][CH2:14][N:9]3[C:3]=2[N:4]=1 |f:2.3.4.5,8.9.10|. Procedure: The title compound was prepared in a manner similar to PREPARATION x35 using 4-(5-bromo-2-chloropyrimidin-4-yl)-N-(1-(4-chlorophenyl)cyclopropyl)morpholine-3-carboxamide (PREPARATION x33, 300 mg, 0.635 mmol), 9,9-dimethyl-4,5-bis(diphenylphosphino)xanthene (27.6 mg, 0.048 mmol), palladium (II)acetate (7.13 mg, 0.032 mmol), and potassium phosphate, tribasic (189 mg, 0.890 mmol) in dioxane (2.5 mL) and tert-butanol (0.5 mL). ESI-MS m/z [M+H]+ calc'd for C19H17Cl2N3O2, 391.07. found 391.0. Starting materials: N#Cc1cccc(CBr)c1, CC(C)(C)c1cc(S)cc(C(C)(C)C)c1O, CCO, [Na+], [OH-], O. The product is CC(C)(C)c1cc(SCc2cccc(C#N)c2)cc(C(C)(C)C)c1O. Reaction SMILES: [C:17](#[N:18])[c:19]1[cH:20][c:21]([CH2:22][Br:23])[cH:24][cH:25][cH:26]1.[C:1]([CH3:2])([CH3:3])([CH3:4])[c:5]1[c:6]([OH:16])[c:7]([C:12]([CH3:13])([CH3:14])[CH3:15])[cH:8][c:9]([SH:11])[cH:10]1.[CH3:29][CH2:30][OH:31].[Na+:28].[OH-:27].[OH2:32]>>[C:1]([CH3:2])([CH3:3])([CH3:4])[c:5]1[c:6]([OH:16])[c:7]([C:12]([CH3:13])([CH3:14])[CH3:15])[cH:8][c:9]([S:11][CH2:22][c:21]2[cH:20][c:19]([C:17]#[N:18])[cH:26][cH:25][cH:24]2)[cH:10]1. Starting materials: COC1=C(CO)C(=CC=C1)OC (2,6-dimethoxybenzyl alcohol), resultant solution, S(=O)(Cl)Cl (thionyl chloride). Solvent: C1=CC=CC=C1 (benzene). Yields the product crude product, COC1=C(CCl)C(=CC=C1)OC (2,6-dimethoxybenzyl chloride). RXN SMILES: [CH3:1][O:2][C:3]1[CH:10]=[CH:9][CH:8]=[C:7]([O:11][CH3:12])[C:4]=1[CH2:5]O.S(Cl)([Cl:15])=O>C1C=CC=CC=1>[CH3:1][O:2][C:3]1[CH:10]=[CH:9][CH:8]=[C:7]([O:11][CH3:12])[C:4]=1[CH2:5][Cl:15]. Procedure: 0.43 g (2.56 mmol) of 2,6-dimethoxybenzyl alcohol was dissolved in 5 ml of benzene, and the resultant solution was added with 0.40 g (3.36 mmol) of thionyl chloride at a room temperature. The mixture was then stirred for an hour at a room temperature to facilitate the provided compounds to react. The reacted solution was then condensed under reduced pressure to obtain a crude product of 2,6-dimethoxybenzyl chloride.